This data is from the Open Reaction Database (ORD), a public repository of structured organic reaction records. The task is: describe an organic reaction: reactants, conditions, products, and yield Starting materials: O1C(=NC2=C1C=CC=C2)N(C)CCOC2=CC=C(C=C2)CC(C(=O)OCC)F (ethyl 3-[4-[2-[N-(2-benzoxazolyl)-N-methylamino]ethoxy]phenyl]-2-fluoropropanoate). Run in ClCCl (dichloromethane). Product: O1C(=NC2=C1C=CC=C2)N(C)CCOC2=CC=C(C=C2)CC(C(=O)O)F (3-[4-[2-[N-(2-Benzoxazolyl)-N-methylamino]ethoxy]phenyl]- 2-fluoropropanoic Acid). As a reaction SMILES: [O:1]1[C:5]2[CH:6]=[CH:7][CH:8]=[CH:9][C:4]=2[N:3]=[C:2]1[N:10]([CH2:12][CH2:13][O:14][C:15]1[CH:20]=[CH:19][C:18]([CH2:21][CH:22]([F:28])[C:23]([O:25]CC)=[O:24])=[CH:17][CH:16]=1)[CH3:11]>ClCCl>[O:1]1[C:5]2[CH:6]=[CH:7][CH:8]=[CH:9][C:4]=2[N:3]=[C:2]1[N:10]([CH2:12][CH2:13][O:14][C:15]1[CH:20]=[CH:19][C:18]([CH2:21][CH:22]([F:28])[C:23]([OH:25])=[O:24])=[CH:17][CH:16]=1)[CH3:11]. Procedure details: The title compound, mp 146°-8° C. (dichloromethane) was prepared from ethyl 3-[4-[2-[N-(2-benzoxazolyl)-N-methylamino]ethoxy]phenyl]-2-fluoropropanoate by a procedure similar to that described for Example 6. The reactants are Cl (HCl), C(C1=CC=CC=C1)[C@H]1COC[C@@H](C(O[C@H]([C@@H]1O)C)=O)NC(OC(C)(C)C)=O (tert-butyl ((3S,7S,8R,9S)-7-benzyl-8-hydroxy-9-methyl-2-oxo-1,5-dioxonan-3-yl)carbamate), ice water, C(C#C)(=O)OCC1=CC=CC=C1 (benzyl propiolate). The reagents and catalysts are C1CN2CCN1CC2 (DABCO). Run in C(Cl)Cl (CH2Cl2). Conditions: temperature 0 celsius, time 20 minute. The product is C(C1=CC=CC=C1)[C@@H]1[C@H]([C@@H](OC([C@H](COC1)NC(=O)OC(C)(C)C)=O)C)O/C=C/C(=O)OCC1=CC=CC=C1 ((E)-benzyl 3-(((3S,6S,7R,8S)-8-benzyl-3-((tert-butoxycarbonyl)amino)-6-methyl-4-oxo-1,5-dioxonan-7-yl)oxy)acrylate). Yield: 95.7%. RXN SMILES: [CH2:1]([C@@H:8]1[C@@H:16]([OH:17])[C@H:15]([CH3:18])[O:14][C:13](=[O:19])[C@@H:12]([NH:20][C:21](=[O:27])[O:22][C:23]([CH3:26])([CH3:25])[CH3:24])[CH2:11][O:10][CH2:9]1)[C:2]1[CH:7]=[CH:6][CH:5]=[CH:4][CH:3]=1.[C:28]([O:32][CH2:33][C:34]1[CH:39]=[CH:38][CH:37]=[CH:36][CH:35]=1)(=[O:31])[C:29]#[CH:30].Cl>C(Cl)Cl.C1N2CCN(CC2)C1>[CH2:1]([C@H:8]1[CH2:9][O:10][CH2:11][C@H:12]([NH:20][C:21]([O:22][C:23]([CH3:26])([CH3:25])[CH3:24])=[O:27])[C:13](=[O:19])[O:14][C@@H:15]([CH3:18])[C@@H:16]1[O:17]/[CH:30]=[CH:29]/[C:28]([O:32][CH2:33][C:34]1[CH:39]=[CH:38][CH:37]=[CH:36][CH:35]=1)=[O:31])[C:2]1[CH:3]=[CH:4][CH:5]=[CH:6][CH:7]=1. Procedure: To a solution of tert-butyl ((3S,7S,8R,9S)-7-benzyl-8-hydroxy-9-methyl-2-oxo-1,5-dioxonan-3-yl)carbamate (360 mg, 0.949 mmol, 1.00 equiv) in CH2Cl2 (9.5 mL, 0.1 M) at 0° C. (ice water bath) were added benzyl propiolate (228 mg, 1.42 mmol, 1.5 equiv) and DABCO (5 mg, 0.05 mmol, 0.05 equiv). The resulting solution was stirred at 0° C. for 20 min and then poured into 0.1 N HCl (20 mL). The mixture was extracted with CH2Cl2 (3×20 mL), and the combined organic extracts were dried over Na2SO4, filtere... Starting materials: C1(=CC=C(C=C1)N(C(=O)OCC)C)C (p-tolyl methyl urethane), B (borane), N#N (N2). Run in C(C)N(CC)CC (triethylamine). Product: C1(=CC=C(C=C1)N=C=O)C (p-Tolyl isocyanate). As a reaction SMILES: [C:1]1([CH3:14])[CH:6]=[CH:5][C:4]([N:7](C)[C:8](OCC)=[O:9])=[CH:3][CH:2]=1.B.N#N>C(N(CC)CC)C>[C:1]1([CH3:14])[CH:6]=[CH:5][C:4]([N:7]=[C:8]=[O:9])=[CH:3][CH:2]=1. Procedure details: Ethylene glycol was reacted with boron trichloride to form the borane compound of formula ##STR32## (For detailed procedure see Genmarie et. al., Tetrahedron Letters, 1984, 25, 2279). To a solution of p-tolyl methyl urethane there were added the borane compound and triethylamine and the mixture was refluxed for 5 minutes (N2 atmosphere). An instantaneous reaction was observed and a white cloudy suspension appeared in the reaction flask, due to the formation of Et3NH+Cl-. p-Tolyl isocyanate was o...